This data is from the Open Reaction Database (ORD), a public repository of structured organic reaction records. The task is: describe an organic reaction: reactants, conditions, products, and yield The solvent is C(C)O (ethanol). Isolated yield 45.1%. Yields the product C(C)OC(=O)C=1N=CC=2NC3=CC=C(C=C3C2C1)N1CCCCC1 (6-(1-piperidinyl)-beta-carboline-3-carboxylic-acid-ethylester). Reaction SMILES: [CH2:1]([O:3][C:4]([C:6]1[N:7]=[CH:8][C:9]2[NH:10][C:11]3[C:16]([C:17]=2[CH:18]=1)=[CH:15][C:14]([NH2:19])=[CH:13][CH:12]=3)=[O:5])[CH3:2].Br[CH2:21][CH2:22][CH2:23][CH2:24][CH2:25]Br.C(N(C(C)C)C(C)C)C>C(O)C>[CH2:1]([O:3][C:4]([C:6]1[N:7]=[CH:8][C:9]2[NH:10][C:11]3[C:16]([C:17]=2[CH:18]=1)=[CH:15][C:14]([N:19]1[CH2:25][CH2:24][CH2:23][CH2:22][CH2:21]1)=[CH:13][CH:12]=3)=[O:5])[CH3:2]. Procedure: 446 mg of 6-amino-beta-carboline-3-carboxylic-acid-ethylester in 17.5 ml of absolute ethanol is heated together with 410 mg of 1.5-dibromopentane and 500 mg of ethyldiisopropylamine under nitrogen for 4 h at the reflux. After adding 74 mg more of 1,5-dibromopentane, boiling proceeds for another 2 h at the reflux. After evaporation, the remainder is introduced in methylene chloride, washed with saturated bicarbonate solution as well as with saturated NaCl solution, filtered and concentrated. Afte... Starting materials: C(C)OC(=O)C=1N=CC=2NC3=CC=C(C=C3C2C1)N (6-amino-beta-carboline-3-carboxylic-acid-ethylester), BrCCCCCBr (1.5-dibromopentane), C(C)N(C(C)C)C(C)C (ethyldiisopropylamine), BrCCCCCBr (1,5-dibromopentane). Starting materials: C(C(CO)(CO)N)O.Cl (Tris-HCl), NC1=NC(=C2N=CN(C2=N1)[C@H]1C[C@H](O)[C@](O1)(CO)C#C)N (2,6-diamino-9-(2-deoxy-4-C-ethynyl-β-D-ribofuranosyl)purine), [C@@H]1([C@H](O)[C@H](O)[C@@H](CO)O1)N1C=NC=2C(N)=NC=NC12 (adenosine). Solvent: O (water). Conditions: temperature 40 celsius, time 2 hour. Product: C(#C)[C@]1([C@H](C[C@@H](O1)N1C=NC=2C(=O)NC(N)=NC12)O)CO (2′-deoxy-4′-C-ethynylguanosine). RXN SMILES: C(O)C(N)(CO)C[OH:4].Cl.[NH2:10][C:11]1[N:19]=[C:18]2[C:14]([N:15]=[CH:16][N:17]2[C@@H:20]2[O:25][C@:24]([C:28]#[CH:29])([CH2:26][OH:27])[C@@H:22]([OH:23])[CH2:21]2)=[C:13](N)[N:12]=1.[C@@H]1(N2C3N=CN=C(N)C=3N=C2)O[C@H](CO)[C@@H](O)[C@H]1O>O>[C:28]([C@:24]1([CH2:26][OH:27])[O:25][C@@H:20]([N:17]2[C:18]3[N:19]=[C:11]([NH2:10])[NH:12][C:13](=[O:4])[C:14]=3[N:15]=[CH:16]2)[CH2:21][C@@H:22]1[OH:23])#[CH:29] |f:0.1|. Procedure: To a Tris-HCl buffer solution (7.8 ml, pH 7.5) of Compound 28 (0.03 g, 0.103 mmol), adenosine deaminase (0.057 ml, 20 unit) was added, and the mixture was stirred for 2 hours at 40° C., followed by cooling to room temperature. The reaction mixture was applied to a reverse-phase ODS silica gel column (50 g), desalted by water (500 ml) flow, and through use of aqueous 2.5% ethanol, Compound 30 was eluted. Recrystallization from water yielded Compound 30 in an amount of 0.015 g (50%).